This data is from the Open Reaction Database (ORD), a public repository of structured organic reaction records. The task is: describe an organic reaction: reactants, conditions, products, and yield Starting materials: CC(C)(C)OC(=O)N1CCC(Nc2cc(N3CCc4cc(S(C)(=O)=O)ccc43)ncn2)CC1, CI, ClCCl, [H-], [Na+], CN(C)C=O. Yields the product CN(c1cc(N2CCc3cc(S(C)(=O)=O)ccc32)ncn1)C1CCN(C(=O)OC(C)(C)C)CC1. As a reaction SMILES: [C:1]([CH3:2])([CH3:3])([CH3:4])[O:5][C:6](=[O:7])[N:8]1[CH2:9][CH2:10][CH:11]([NH:14][c:15]2[n:16][cH:17][n:18][c:19]([N:21]3[CH2:22][CH2:23][c:24]4[cH:25][c:26]([S:30](=[O:31])(=[O:32])[CH3:33])[cH:27][cH:28][c:29]43)[cH:20]2)[CH2:12][CH2:13]1.[CH3:41][I:42].[Cl:43][CH2:44][Cl:45].[H-:35].[Na+:34].[O:36]=[CH:37][N:38]([CH3:39])[CH3:40]>>[C:1]([CH3:2])([CH3:3])([CH3:4])[O:5][C:6](=[O:7])[N:8]1[CH2:9][CH2:10][CH:11]([N:14]([c:15]2[n:16][cH:17][n:18][c:19]([N:21]3[CH2:22][CH2:23][c:24]4[cH:25][c:26]([S:30](=[O:31])(=[O:32])[CH3:33])[cH:27][cH:28][c:29]43)[cH:20]2)[CH3:37])[CH2:12][CH2:13]1. Starting materials: COC1=C(C(=O)N2CC(CC2)(CCOS(=O)(=O)C)C2=CC=CC=C2)C=C(C=C1)N1N=NN=C1 (1-(2-methoxy-5-(1h-tetrazol-1-yl)benzoyl)-3-phenyl-3-(2-methanesulfonyloxyethyl)pyrrolidine), I.N1(C=NC=C1)CCN1C(=NC2=C1C=CC=C2)N2CCNCCC2 (4-(1-(2-(1H-imidazol-1-yl)ethyl)-1H-benzimidazol-2-yl)[1,4]diazepane hydriodic acid salt). Product: COC1=C(C(=O)N2CC(CC2)(C2=CC=CC=C2)CCN2CCN(CCC2)C2=NC3=C(N2CCN2C=NC=C2)C=CC=C3)C=C(C=C1)N1N=NN=C1 (1-(2-Methoxy-5-(1H-tetrazol-1-yl)benzoyl)-3-(2-(4-(1-(2-(1H-imidazol-1-yl)ethyl)-1H-benzimidazol-2-yl)[1,4]diazepan-1-yl)ethyl)-3-phenylpyrrolidine). As a reaction SMILES: [CH3:1][O:2][C:3]1[CH:28]=[CH:27][C:26]([N:29]2[CH:33]=[N:32][N:31]=[N:30]2)=[CH:25][C:4]=1[C:5]([N:7]1[CH2:11][CH2:10][C:9]([C:19]2[CH:24]=[CH:23][CH:22]=[CH:21][CH:20]=2)([CH2:12][CH2:13]OS(C)(=O)=O)[CH2:8]1)=[O:6].I.[N:35]1([CH2:40][CH2:41][N:42]2[C:46]3[CH:47]=[CH:48][CH:49]=[CH:50][C:45]=3[N:44]=[C:43]2[N:51]2[CH2:57][CH2:56][CH2:55][NH:54][CH2:53][CH2:52]2)[CH:39]=[CH:38][N:37]=[CH:36]1>>[CH3:1][O:2][C:3]1[CH:28]=[CH:27][C:26]([N:29]2[CH:33]=[N:32][N:31]=[N:30]2)=[CH:25][C:4]=1[C:5]([N:7]1[CH2:11][CH2:10][C:9]([CH2:12][CH2:13][N:54]2[CH2:55][CH2:56][CH2:57][N:51]([C:43]3[N:42]([CH2:41][CH2:40][N:35]4[CH:39]=[CH:38][N:37]=[CH:36]4)[C:46]4[CH:47]=[CH:48][CH:49]=[CH:50][C:45]=4[N:44]=3)[CH2:52][CH2:53]2)([C:19]2[CH:24]=[CH:23][CH:22]=[CH:21][CH:20]=2)[CH2:8]1)=[O:6] |f:1.2|. Procedure details: Prepare by the method of Example 66.1 using 1-(2-methoxy-5-(1h-tetrazol-1-yl)benzoyl)-3-phenyl-3-(2-methanesulfonyloxyethyl)pyrrolidine (0.40 g, 0.84 mmol) and 4-(1-(2-(1H-imidazol-1-yl)ethyl)-1H-benzimidazol-2-yl)[1,4]diazepane hydriodic acid salt (0.48 g, 0.84 mmol) to give the title compound: Rf=0.18 (silica gel, 5% methanol/dichloromethane/0.5% concentrated aqueous ammonia). The reactants are O.C1(=CC(O)=CC(C)=C1)O (Orcinol monohydrate), N=1SN=C2C1C=CC=C2S(=O)(=O)Cl (benzo-2,1,3-thiadiazole-4-sulfonyl chloride). The solvent is C(=O)(O)[O-].[Na+] (NaHCO3), C(C)OCC (diethyl ether), O (water). Conditions: time 8 hour. Product: N=1SN=C2C1C=CC=C2S(=O)(=O)OC=2C=C(C=C(C2)C)O (3-(Benzo-2,1,3-thiadiazole-4-sulfonyloxy)-5-methylphenol). Yield: 79.1%. As a reaction SMILES: O.[C:2]1([OH:10])[CH:9]=[C:7]([CH3:8])[CH:6]=[C:4]([OH:5])[CH:3]=1.[N:11]1[S:12][N:13]=[C:14]2[C:19]([S:20](Cl)(=[O:22])=[O:21])=[CH:18][CH:17]=[CH:16][C:15]=12>C([O-])(O)=O.[Na+].C(OCC)C.O>[N:11]1[S:12][N:13]=[C:14]2[C:19]([S:20]([O:5][C:4]3[CH:3]=[C:2]([OH:10])[CH:9]=[C:7]([CH3:8])[CH:6]=3)(=[O:22])=[O:21])=[CH:18][CH:17]=[CH:16][C:15]=12 |f:0.1,3.4|. Procedure: Orcinol monohydrate (1.42 g, 10.0 mmol) and benzo-2,1,3-thiadiazole-4-sulfonyl chloride (2.35 g, 10.0 mmol) were mixed in saturated aqueous NaHCO3 (30 mL) and diethyl ether (30 mL). The biphasic mixture was stirred vigorously at ambient temperature overnight. The reaction mixture was diluted with water (50 mL) and extracted into ethyl acetate (3×50 mL). The organic phase was washed with brine (2×50 mL) and dried over Na2SO4. After removing the solvent in vacuo, the residue was purified by flash ... Run in CN(C)C=O (DMF). The product is C1OC(CC[C@@H]2[C@@H]([C@H](C[C@H]2OC2OCCCC2)O[SiH2]C(C)(C)C)CC(=O)OC)(CCCCC)OC1 (methyl 2-[(1S,2R,3R,5S)-2-(3,3-ethylenedioxyoctyl)-3-(tetrahydropyranyloxy)-5-(t-butylsilyloxy)cyclopentyl]acetate). Procedure details: To a solution of methyl 2-[(1S,2R,3R,5S)-2-(3,3-ethylenedioxyoctyl)-3-(tetrahydropyranyloxy)-5-hydroxycyclopentyl]acetate (61) in DMF (80 ml) were added t-butyldimethylsilyl chloride (2.11 g) and imidazol (0.95 g), and the resultant mixture was stirred. The crude product obtained by treating in the conventional manner was subjected to silica gel column chromatography to give the title compound (62). Reaction SMILES: [CH2:1]1[CH2:30][O:29][C:3]([CH2:24][CH2:25][CH2:26][CH2:27][CH3:28])([CH2:4][CH2:5][C@H:6]2[C@H:10]([O:11][CH:12]3[CH2:17][CH2:16][CH2:15][CH2:14][O:13]3)[CH2:9][C@H:8]([OH:18])[C@H:7]2[CH2:19][C:20]([O:22][CH3:23])=[O:21])[O:2]1.[Si:31](Cl)([C:34]([CH3:37])([CH3:36])[CH3:35])(C)C.N1C=CN=C1>CN(C=O)C>[CH2:30]1[CH2:1][O:2][C:3]([CH2:24][CH2:25][CH2:26][CH2:27][CH3:28])([CH2:4][CH2:5][C@H:6]2[C@H:10]([O:11][CH:12]3[CH2:17][CH2:16][CH2:15][CH2:14][O:13]3)[CH2:9][C@H:8]([O:18][SiH2:31][C:34]([CH3:37])([CH3:36])[CH3:35])[C@H:7]2[CH2:19][C:20]([O:22][CH3:23])=[O:21])[O:29]1. The reactants are C1OC(CC[C@@H]2[C@@H]([C@H](C[C@H]2OC2OCCCC2)O)CC(=O)OC)(CCCCC)OC1 (methyl 2-[(1S,2R,3R,5S)-2-(3,3-ethylenedioxyoctyl)-3-(tetrahydropyranyloxy)-5-hydroxycyclopentyl]acetate), [Si](C)(C)(C(C)(C)C)Cl (t-butyldimethylsilyl chloride), N1C=NC=C1 (imidazol), resultant mixture. The reactants are C[S-].[Na+] (sodium thiomethoxide), IC (iodomethane), [H-].[Na+] (Sodium hydride), FC=1C=C2C(=C(C(=NC2=CC1OC)C1=CC(=CC=C1)C(F)(F)F)C)C(=O)O (6-fluoro-3-methyl-7-(methyloxy)-2-[3-(trifluoromethyl)phenyl]-4-quinolinecarboxylic acid). Run in CS(=O)C (dimethyl sulfoxide), CCOCC (ether). Conditions: temperature 100 celsius, time 20 minute. The product is CC=1C(=NC2=CC(=C(C=C2C1C(=O)OC)SC)OC)C1=CC(=CC=C1)C(F)(F)F (methyl 3-methyl-7-(methyloxy)-6-(methylthio)-2-[3-(trifluoromethyl)phenyl]-4-quinolinecarboxylate). Yield: 82.2%. RXN SMILES: [H-].[Na+].F[C:4]1[CH:5]=[C:6]2[C:11](=[CH:12][C:13]=1[O:14][CH3:15])[N:10]=[C:9]([C:16]1[CH:21]=[CH:20][CH:19]=[C:18]([C:22]([F:25])([F:24])[F:23])[CH:17]=1)[C:8]([CH3:26])=[C:7]2[C:27]([OH:29])=[O:28].[CH3:30][S-:31].[Na+].I[CH3:34]>CS(C)=O.CCOCC>[CH3:26][C:8]1[C:9]([C:16]2[CH:21]=[CH:20][CH:19]=[C:18]([C:22]([F:23])([F:25])[F:24])[CH:17]=2)=[N:10][C:11]2[C:6]([C:7]=1[C:27]([O:29][CH3:34])=[O:28])=[CH:5][C:4]([S:31][CH3:30])=[C:13]([O:14][CH3:15])[CH:12]=2 |f:0.1,3.4|. Procedure details: Sodium hydride (0.949 g, 23.73 mmol) was added portionwise to a suspension of 6-fluoro-3-methyl-7-(methyloxy)-2-[3-(trifluoromethyl)phenyl]-4-quinolinecarboxylic acid (6.0 g, 15.82 mmol) in dimethyl sulfoxide (50 mL). After 20 min, sodium thiomethoxide (1.44 g, 17.40 mmol) was added. The reaction mixture was heated to 100° C. for 2 h. The mixture was cooled to room temperature, and iodomethane (4.95 mL, 79 mmol) was added. The reaction mixture was stirred for 2 h, diluted with ether, and extract... Starting materials: C(C1=CC=CC=C1)OC1=C(C=C(C=C1)F)C(O)C1=CC=C(C=C1)OC ((2-benzyloxy-5-fluorophenyl)-(4-methoxyphenyl)-methanol), Cl (HCl). The reagents and catalysts are [OH-].[Pd+2].[OH-] (palladium hydroxide). Solvent: CO (methanol). Reaction conditions: time 15 hour. The product is FC1=CC(=C(C=C1)O)CC1=CC=C(C=C1)OC (4-Fluoro-2-(4-methoxy-benzyl)phenol). Yield: 81.7%. RXN SMILES: C([O:8][C:9]1[CH:14]=[CH:13][C:12]([F:15])=[CH:11][C:10]=1[CH:16]([C:18]1[CH:23]=[CH:22][C:21]([O:24][CH3:25])=[CH:20][CH:19]=1)O)C1C=CC=CC=1.Cl>CO.[OH-].[Pd+2].[OH-]>[F:15][C:12]1[CH:13]=[CH:14][C:9]([OH:8])=[C:10]([CH2:16][C:18]2[CH:23]=[CH:22][C:21]([O:24][CH3:25])=[CH:20][CH:19]=2)[CH:11]=1 |f:3.4.5|. Procedure details: To a solution of (2-benzyloxy-5-fluorophenyl)-(4-methoxyphenyl)-methanol (0.98 g, 2.90 mmol) in methanol (18.6 mL), a 20% palladium hydroxide catalyst (98 mg) was added and furthermore 2N—HCl (1 mL) was added thereto. The mixture was stirred under a hydrogen atmosphere for 15 hours, and then the catalyst was filtered off. The solvent was distilled under reduced pressure, and the obtained residue was purified by silica gel column chromatography [developing solution=ethyl acetate:n-hexane (1:6)] t...